This data is from the Open Reaction Database (ORD), a public repository of structured organic reaction records. The task is: describe an organic reaction: reactants, conditions, products, and yield Procedure: According to the procedure described in the synthesis method of Compound II-15, 2-(1-methyl-2-(naphthalen-1-ylmethylcarbamoyl)hydrazinyl)acetic acid (Compound VI-8) 118 mg (0.41 mmol) was coupled with (S)-2-amino-N-(benzo[b]thiophen-3-ylmethyl)-N—((S)-1,1-diethoxypropan-2-yl)propanamide (Compound IV-12) 100 mg (0.27 mmol) to obtain the title compound. Starting materials: Compound II, CN(NC(NCC1=CC=CC2=CC=CC=C12)=O)CC(=O)O (2-(1-methyl-2-(naphthalen-1-ylmethylcarbamoyl)hydrazinyl)acetic acid), N[C@H](C(=O)N([C@H](C(OCC)OCC)C)CC=1C2=C(SC1)C=CC=C2)C ((S)-2-amino-N-(benzo[b]thiophen-3-ylmethyl)-N—((S)-1,1-diethoxypropan-2-yl)propanamide). Product: S1C2=C(C(=C1)CN(C([C@H](C)NC(CN(NC(=O)NCC1=CC=CC3=CC=CC=C13)C)=O)=O)[C@H](C(OCC)OCC)C)C=CC=C2 (1-(2-((S)-1-((benzo[b]thiophen-3-ylmethyl)((S)-1,1-diethoxypropan-2-yl)amino)-1-oxopropan-2-ylamino)-2-oxoethyl)-1-methyl-4-(naphthalen-1-ylmethyl)semicarbazide). As a reaction SMILES: [CH3:1][N:2]([CH2:18][C:19]([OH:21])=O)[NH:3][C:4](=[O:17])[NH:5][CH2:6][C:7]1[C:16]2[C:11](=[CH:12][CH:13]=[CH:14][CH:15]=2)[CH:10]=[CH:9][CH:8]=1.[NH2:22][C@@H:23]([CH3:46])[C:24]([N:26]([CH2:36][C:37]1[C:38]2[CH:45]=[CH:44][CH:43]=[CH:42][C:39]=2[S:40][CH:41]=1)[C@@H:27]([CH3:35])[CH:28]([O:32][CH2:33][CH3:34])[O:29][CH2:30][CH3:31])=[O:25]>>[S:40]1[CH:41]=[C:37]([CH2:36][N:26]([C@@H:27]([CH3:35])[CH:28]([O:32][CH2:33][CH3:34])[O:29][CH2:30][CH3:31])[C:24](=[O:25])[C@@H:23]([NH:22][C:19](=[O:21])[CH2:18][N:2]([CH3:1])[NH:3][C:4]([NH:5][CH2:6][C:7]2[C:16]3[C:11](=[CH:12][CH:13]=[CH:14][CH:15]=3)[CH:10]=[CH:9][CH:8]=2)=[O:17])[CH3:46])[C:38]2[CH:45]=[CH:44][CH:43]=[CH:42][C:39]1=2. The reactants are O=C1CCC(=O)N1Br, CC(=O)OC1COC(n2cnc3cc(F)c(F)cc32)C(OC(C)=O)C1OC(C)=O, C1CCOC1. Product: CC(=O)OC1COC(n2c(Br)nc3cc(F)c(F)cc32)C(OC(C)=O)C1OC(C)=O. Reaction SMILES: [Br:30][N:31]1[C:32](=[O:33])[CH2:34][CH2:35][C:36]1=[O:37].[F:1][c:2]1[cH:3][c:4]2[c:5]([n:6]([CH:9]3[CH:10]([O:11][C:12]([CH3:13])=[O:14])[CH:15]([O:16][C:17]([CH3:18])=[O:19])[CH:20]([O:21][C:22]([CH3:23])=[O:24])[CH2:25][O:26]3)[cH:7][n:8]2)[cH:27][c:28]1[F:29].[O:38]1[CH2:39][CH2:40][CH2:41][CH2:42]1>>[F:1][c:2]1[cH:3][c:4]2[c:5]([n:6]([CH:9]3[CH:10]([O:11][C:12]([CH3:13])=[O:14])[CH:15]([O:16][C:17]([CH3:18])=[O:19])[CH:20]([O:21][C:22]([CH3:23])=[O:24])[CH2:25][O:26]3)[c:7]([Br:30])[n:8]2)[cH:27][c:28]1[F:29]. Starting materials: C1(C(CCCC1)O)O (1,2-cyclohexanediol), [H-].[Na+] (sodium hydride), [Cl-].[NH4+] (ammonium chloride), ClC1=NC=NC(=C1)Cl (4,6-dichloropyrimidine). The solvent is O1CCCC1 (tetrahydrofuran), O1CCCC1 (tetrahydrofuran), O1CCCC1 (tetrahydrofuran). The product is ClC1=NC=NC(=C1)OC1C(CCCC1)O (4-chloro-6-(2-hydroxycyclohexyloxy)pyrimidine). Yield: 34.7%. Reaction SMILES: [H-].[Na+].[CH:3]1([OH:10])[CH2:8][CH2:7][CH2:6][CH2:5][CH:4]1[OH:9].[Cl:11][C:12]1[CH:17]=[C:16](Cl)[N:15]=[CH:14][N:13]=1.[Cl-].[NH4+]>O1CCCC1>[Cl:11][C:12]1[CH:17]=[C:16]([O:9][CH:4]2[CH2:5][CH2:6][CH2:7][CH2:8][CH:3]2[OH:10])[N:15]=[CH:14][N:13]=1 |f:0.1,4.5|. Reported procedure: In 30 ml of tetrahydrofuran was suspended 1.78 g of sodium hydride (60% in oil), to which 3 ml of a tetrahydrofuran solution containing 2.35 g of 1,2-cyclohexanediol (mixture of cis-form and trans-form) was slowly added dropwise with stirring at room temperature. The mixture was stirred at room temperature for 10 minutes and then cooled to 0° C., to which 7 ml of a tetrahydrofuran solution containing 3 g of 4,6-dichloropyrimidine was slowly added dropwise, followed by further stirring at 0° C. f... Starting materials: N (ammonia), CC1([C@@H](C[C@@H]1C1=NN(C=N1)C1OCCCC1)NC1=NC(=NC=C1C#N)S(=O)(=O)C)C (4-(((1R,3S)-2,2-dimethyl-3-(1-(tetrahydro-2H-pyran-2-yl)-1H-1,2,4-triazol-3-yl)cyclobutyl)amino)-2-(methylsulfonyl)pyrimidine-5-carbonitrile), Cl.NCCC1C(NC2=CC=CC=C12)=O (3-(2-aminoethyl)indolin-2-one hydrochloride), CCN(C(C)C)C(C)C (DIEA). Solvent: Cl (hydrochloride), CO (MeOH), CN1CCCC1=O (NMP), O (water). Run at temperature 100 celsius, time 1 hour. Product: CC1([C@@H](C[C@@H]1C1=NNC=N1)NC1=NC(=NC=C1C#N)NCCC1C(NC2=CC=CC=C12)=O)C (4-(((1R,3S)-2,2-Dimethyl-3-(1H-1,2,4-triazol-3-yl)cyclobutyl)amino)-2-((2-(2-oxoindolin-3-yl)ethyl)amino)pyrimidine-5-carbonitrile). Yield: 23.1%. As a reaction SMILES: [CH3:1][C:2]1([CH3:30])[C@@H:5]([C:6]2[N:10]=[CH:9][N:8](C3CCCCO3)[N:7]=2)[CH2:4][C@H:3]1[NH:17][C:18]1[C:23]([C:24]#[N:25])=[CH:22][N:21]=[C:20](S(C)(=O)=O)[N:19]=1.Cl.[NH2:32][CH2:33][CH2:34][CH:35]1[C:43]2[C:38](=[CH:39][CH:40]=[CH:41][CH:42]=2)[NH:37][C:36]1=[O:44].CCN(C(C)C)C(C)C.N>CN1C(=O)CCC1.O.Cl.CO>[CH3:30][C:2]1([CH3:1])[C@@H:5]([C:6]2[N:10]=[CH:9][NH:8][N:7]=2)[CH2:4][C@H:3]1[NH:17][C:18]1[C:23]([C:24]#[N:25])=[CH:22][N:21]=[C:20]([NH:32][CH2:33][CH2:34][CH:35]2[C:43]3[C:38](=[CH:39][CH:40]=[CH:41][CH:42]=3)[NH:37][C:36]2=[O:44])[N:19]=1 |f:1.2|. Procedure details: A mixture of 4-(((1R,3S)-2,2-dimethyl-3-(1-(tetrahydro-2H-pyran-2-yl)-1H-1,2,4-triazol-3-yl)cyclobutyl)amino)-2-(methylsulfonyl)pyrimidine-5-carbonitrile (140 mg, crude), 3-(2-aminoethyl)indolin-2-one hydrochloride (80 mg, 0.376 mmol) and DIEA (194 mg, 1.50 mmol) in NMP (2.0 mL) was stirred at 100° C. for 1 h. Th reaction was diluted with water and extracted with ethyl acetate. The combined organic layers were dried over anhydrous sodium sulfate and concentrated to give a crude product, which wa... Reactants: CS(=O)(=O)Cl (methanesulfonyl chloride), hydrochloride salt, COCOC=1C(=C2CCC(OC2=C(C1C)C)(C)C)CCN (2-(6-(methoxymethoxy)-2,2,7,8-tetramethylchroman-5-yl)ethanamine), N1=CC=CC=C1 (pyridine). The solvent is CC#N (MeCN), C(C)(=O)OC(C)C (isopropyl acetate). Reaction conditions: temperature 23 celsius, time 90 minute. Yields the product S(C)(=O)(=O)O.O1CCCC2=CC=CC=C12 (chroman mesylate). The yield is 69.5%. Reaction SMILES: C[O:2]CO[C:5]1[C:6](CCN)=[C:7]2[C:12](=[C:13](C)[C:14]=1C)[O:11][C:10](C)(C)[CH2:9][CH2:8]2.N1C=CC=CC=1.[CH3:28][S:29](Cl)(=[O:31])=[O:30]>CC#N.C(OC(C)C)(=O)C>[S:29]([OH:31])(=[O:2])(=[O:30])[CH3:28].[O:11]1[C:12]2[C:7](=[CH:6][CH:5]=[CH:14][CH:13]=2)[CH2:8][CH2:9][CH2:10]1 |f:5.6|. Reported procedure: A suspension of the hydrochloride salt of 2-(6-(methoxymethoxy)-2,2,7,8-tetramethylchroman-5-yl)ethanamine (100 mg, 300 μmol), prepared as described in Example 1, in 1.5 mL MeCN was charged with pyridine (300 μL) followed by methanesulfonyl chloride (30 μL, 360 μmol). The suspension was stirred at 23° C. for 90 min, then diluted in isopropyl acetate (30 mL) and washed successively with 2.5 M aqueous sodium hydroxide, 1 M aqueous citric acid, and brine (1×15 mL each). The remaining organics were ... Reactants: [BH4-], C1CCOC1, CCC(CC)(c1ccc(OCC(=O)C(C)(C)C)c(C)c1)c1cc2cc(C(=O)N(C)C)ccc2o1, [Na+]. Yields the product CCC(CC)(c1ccc(OCC(O)C(C)(C)C)c(C)c1)c1cc2cc(C(=O)N(C)C)ccc2o1. As a reaction SMILES: [BH4-:35].[CH2:37]1[O:38][CH2:39][CH2:40][CH2:41]1.[CH3:1][N:2]([C:3](=[O:4])[c:5]1[cH:6][cH:7][c:8]2[c:9]([cH:10][c:11]([C:13]([CH2:14][CH3:15])([CH2:16][CH3:17])[c:18]3[cH:19][c:20]([CH3:32])[c:21]([O:24][CH2:25][C:26]([C:27]([CH3:28])([CH3:29])[CH3:30])=[O:31])[cH:22][cH:23]3)[o:12]2)[cH:33]1)[CH3:34].[Na+:36]>>[CH3:1][N:2]([C:3](=[O:4])[c:5]1[cH:6][cH:7][c:8]2[c:9]([cH:10][c:11]([C:13]([CH2:14][CH3:15])([CH2:16][CH3:17])[c:18]3[cH:19][c:20]([CH3:32])[c:21]([O:24][CH2:25][CH:26]([C:27]([CH3:28])([CH3:29])[CH3:30])[OH:31])[cH:22][cH:23]3)[o:12]2)[cH:33]1)[CH3:34].